Dataset: the Open Reaction Database (ORD), a public repository of structured organic reaction records. Task: describe an organic reaction: reactants, conditions, products, and yield Starting materials: C1=C(C=CC2=CC=CC=C12)CN (naphthalen-2-ylmethanamine), COC1=C(C=O)C(=CC=C1)OC (2,6-dimethoxybenzaldehyde). Product: COC1=C(C(=CC=C1)OC)C1CCCC(N1CC1=CC2=CC=CC=C2C=C1)=O (6-(2,6-dimethoxyphenyl)-1-(naphthalen-2-ylmethyl)piperidin-2-one). RXN SMILES: [CH:1]1[C:10]2[C:5](=[CH:6][CH:7]=[CH:8][CH:9]=2)[CH:4]=[CH:3][C:2]=1[CH2:11][NH2:12].[CH3:13][O:14][C:15]1[CH:22]=[CH:21][CH:20]=[C:19]([O:23][CH3:24])[C:16]=1[CH:17]=O>>[CH3:13][O:14][C:15]1[CH:22]=[CH:21][CH:20]=[C:19]([O:23][CH3:24])[C:16]=1[CH:17]1[N:12]([CH2:11][C:2]2[CH:3]=[CH:4][C:5]3[C:10](=[CH:9][CH:8]=[CH:7][CH:6]=3)[CH:1]=2)[C:15](=[O:14])[CH2:16][CH2:19][CH2:20]1. Procedure: Prepared according to the described general procedure 6 (GP6) with commercially available naphthalen-2-ylmethanamine and commercially available 2,6-dimethoxybenzaldehyde. Subsequent purification by preparative HPLC afforded the target compound. LC-MS (conditions H): tR=1.35 min.; [M+H]+: 375.79 g/mol. Reactants: BrB(Br)Br, O=C([O-])O, ClCCl, COC(=O)c1ccc(SC(Cn2ccnc2)c2ccccc2OC)cc1, [Na+]. Product: COC(=O)c1ccc(SC(Cn2ccnc2)c2ccccc2O)cc1. Reaction SMILES: [B:1]([Br:2])([Br:3])[Br:4].[C:31](=[O:32])([OH:33])[O-:34].[CH2:36]([Cl:37])[Cl:38].[CH3:5][O:6][c:7]1[c:8]([CH:13]([CH2:14][n:15]2[cH:16][n:17][cH:18][cH:19]2)[S:20][c:21]2[cH:22][cH:23][c:24]([C:25](=[O:26])[O:27][CH3:28])[cH:29][cH:30]2)[cH:9][cH:10][cH:11][cH:12]1.[Na+:35]>>[OH:6][c:7]1[c:8]([CH:13]([CH2:14][n:15]2[cH:16][n:17][cH:18][cH:19]2)[S:20][c:21]2[cH:22][cH:23][c:24]([C:25](=[O:26])[O:27][CH3:28])[cH:29][cH:30]2)[cH:9][cH:10][cH:11][cH:12]1. Conditions: temperature 25 celsius, time 12 hour. Solvent: C(C)O (ethanol). Reported procedure: 3-[2-(4-formyl-2-allylphenyl)ethynyl]quinuclidin-3-ol (1.0 g) and methoxylamine hydrochloride were dissolved in ethanol (35 ml) and the mixture stirred at 25° C. for 12 hours. The ethanol was evaporated and the residue crystallised from ethyl acetate to give 3-[2-(4-methoxyiminomethyl-2-allylphenyl)ethynyl]quinuclidin-3-ol hydrochloride as a solid, m.p. 143° C.; microanalysis, found: C, 64.7; H, 7.0; N, 8.0% C20H24N2O2HCl. 0.5H2O requires C, 64.9; H, 7.0; N, 7.6% NMR ([CD3 ]2SO/CD3COOD): 1.5-2.3... The product is Cl.CON=CC1=CC(=C(C=C1)C#CC1(CN2CCC1CC2)O)CC=C (3-[2-(4-methoxyiminomethyl-2-allylphenyl)ethynyl]quinuclidin-3-ol hydrochloride). RXN SMILES: [CH:1]([C:3]1[CH:8]=[CH:7][C:6]([C:9]#[C:10][C:11]2([OH:19])[CH:16]3[CH2:17][CH2:18][N:13]([CH2:14][CH2:15]3)[CH2:12]2)=[C:5]([CH2:20][CH:21]=[CH2:22])[CH:4]=1)=O.[ClH:23].[O:24]([NH2:26])[CH3:25]>C(O)C>[ClH:23].[CH3:25][O:24][N:26]=[CH:1][C:3]1[CH:8]=[CH:7][C:6]([C:9]#[C:10][C:11]2([OH:19])[CH:16]3[CH2:15][CH2:14][N:13]([CH2:18][CH2:17]3)[CH2:12]2)=[C:5]([CH2:20][CH:21]=[CH2:22])[CH:4]=1 |f:1.2,4.5|. Starting materials: C(=O)C1=CC(=C(C=C1)C#CC1(CN2CCC1CC2)O)CC=C (3-[2-(4-formyl-2-allylphenyl)ethynyl]quinuclidin-3-ol), Cl.O(C)N (methoxylamine hydrochloride). The reactants are COC(CC1=CC2=CC=C(C=C2C(=C1)C(C1=CC=C(C=C1)S(NC)(=O)=O)=O)F)=O ([6-fluoro-4-(4-methylsulfamoyl-benzoyl)-naphthalen-2-yl]-acetic acid methyl ester), alcohol {6-fluoro-4-[hydroxy-(4-methylsulfamoyl-phenyl)-methyl]-naphthalen-2-yl}-acetic acid methyl ester, COC(CC1=CC2=CC=C(C=C2C(=C1)CC1=CC=C(C=C1)S(NC)(=O)=O)F)=O ([6-fluoro-4-(4-methylsulfamoyl-benzyl)-naphthalen-2-yl]acetic acid methyl ester), [H][H] (hydrogen). The reagents and catalysts are [Pd] (palladium on carbon). Solvent: CO (methanol). Product: COC(CC1=CC2=CC=C(C=C2C(=C1)C(C1=CC=C(C=C1)S(NC)(=O)=O)O)F)=O ({6-fluoro-4-[hydroxy-(4-methylsulfamoyl-phenyl)-methyl]-naphthalen-2-yl}-acetic acid methyl ester), white solid. RXN SMILES: [CH3:1][O:2][C:3](=[O:29])[CH2:4][C:5]1[CH:14]=[C:13]([C:15](=[O:27])[C:16]2[CH:21]=[CH:20][C:19]([S:22](=[O:26])(=[O:25])[NH:23][CH3:24])=[CH:18][CH:17]=2)[C:12]2[C:7](=[CH:8][CH:9]=[C:10]([F:28])[CH:11]=2)[CH:6]=1.[H][H].COC(=O)CC1C=C(CC2C=CC(S(=O)(=O)NC)=CC=2)C2C(=CC=C(F)C=2)C=1>CO.[Pd]>[CH3:1][O:2][C:3](=[O:29])[CH2:4][C:5]1[CH:14]=[C:13]([CH:15]([OH:27])[C:16]2[CH:17]=[CH:18][C:19]([S:22](=[O:26])(=[O:25])[NH:23][CH3:24])=[CH:20][CH:21]=2)[C:12]2[C:7](=[CH:8][CH:9]=[C:10]([F:28])[CH:11]=2)[CH:6]=1. Procedure: A solution of [6-fluoro-4-(4-methylsulfamoyl-benzoyl)-naphthalen-2-yl]-acetic acid methyl ester (prepared in an analogous manner to example 2-1) in methanol (20 mL) was hydrogenated using a H-cube hydrogenation reactor with a flow rate of 1 mL/min and a 10% palladium on carbon catalyst cartridge at 30° C. under 10 bar hydrogen pressure. The reaction gave a mixture of alcohol {6-fluoro-4-[hydroxy-(4-methylsulfamoyl-phenyl)-methyl]-naphthalen-2-yl}-acetic acid methyl ester and the corresponding fu... The reactants are C(CCC=C)(=O)OCC (ethyl pent-4-enoate), C[N+]1(CCOCC1)[O-] (4-methylmorpholine N-oxide), O1CCCC1 (tetrahydrofuran), CO.ClCCl (methanol dichloromethane). The reagents and catalysts are [Os](=O)(=O)(=O)=O (osmium tetroxide). Solvent: O (water). Conditions: time 3 hour. Product: C(C)OC(CCC(CO)O)=O (4,5-Dihydroxy-pentanoic acid ethyl ester). Yield: 96.0%. As a reaction SMILES: C([O:7][CH2:8][CH3:9])(=O)CCC=C.C[N+]1([O-])CC[O:14][CH2:13]C1.C[OH:19].ClCCl.[O:23]1[CH2:27][CH2:26][CH2:25][CH2:24]1>O.[Os](=O)(=O)(=O)=O>[CH2:8]([O:7][C:27](=[O:23])[CH2:26][CH2:25][CH:24]([OH:19])[CH2:13][OH:14])[CH3:9] |f:2.3|. Reported procedure: A solution of ethyl pent-4-enoate (11.7 g, 91.3 mmol) in tetrahydrofuran (420 mL) and water (40 mL) is treated with osmium tetroxide (1.0 g, 4.2 mmol) and 4-methylmorpholine N-oxide (32.5 mL, 50% in water) at room temperature and stired for 3 h, at which time no more starting material is detectable by TLC (SiO2, 2% methanol/dichloromethane, Rf=0.40). The mixture is concentrated in vacuo and the residue chromatographed on SiO2 (2% methanol/ethyl acetate) to afford the title compound 14.37 g (96%)... The reactants are Cl (HCl), CO (methanol), C(C1=CC=CC=C1)OC1=C2C=CN=C(C2=CC=C1)NC(=N)N ((5-benzyloxyisoquinolin-1-yl)guanidine), Cl (HCl). The reagents and catalysts are catalyst, [Pd] (Pd-C). Run in CCO (EtOH). Run at temperature 60 celsius, time 3 day. Yields the product N (ammonia), OC1=C2C=CN=C(C2=CC=C1)NC(=N)N ((5-hydroxyisoquinolin-1-yl)guanidine). Yield: 66.0%. Reaction SMILES: C([O:8][C:9]1[CH:18]=[CH:17][CH:16]=[C:15]2[C:10]=1[CH:11]=[CH:12][N:13]=[C:14]2[NH:19][C:20]([NH2:22])=[NH:21])C1C=CC=CC=1.Cl.CO>CCO.[Pd]>[NH3:13].[OH:8][C:9]1[CH:18]=[CH:17][CH:16]=[C:15]2[C:10]=1[CH:11]=[CH:12][N:13]=[C:14]2[NH:19][C:20]([NH2:22])=[NH:21]. Reported procedure: A solution of (5-benzyloxyisoquinolin-1-yl)guanidine (290 mg, 1.0 mmol) in EtOH (10 mL) containing 10% Pd-C (60 mg) and dilute HCl (1.5 mL, 2 M, 3.0 mmol) was stirred under an atmosphere of H2 (4 atmospheres) at 60° C. for 3 d. An additional portion of catalyst (30 mg) and HCl (0.5 mL) were added and hydrogenation continued for a further 3 d. The mixture was filtered through Arbocel with EtOH rinsing, the filtrate was evaporated in vacuo and the residue purified by column chromatography upon sil... Starting materials: O=C(c1ncc[nH]1)c1ncc[nH]1, C1CCOC1, COc1ccc(C(=O)O)cc1OC, NCCc1ccccc1. Product: COc1ccc(C(=O)NCCc2ccccc2)cc1OC. Reaction SMILES: [C:14]([c:15]1[nH:16][cH:17][cH:18][n:19]1)([c:20]1[nH:21][cH:22][cH:23][n:24]1)=[O:25].[CH2:35]1[O:36][CH2:37][CH2:38][CH2:39]1.[CH3:1][O:2][c:3]1[cH:4][cH:5][c:6]([C:11]([OH:12])=[O:13])[cH:7][c:8]1[O:9][CH3:10].[NH2:26][CH2:27][CH2:28][c:29]1[cH:30][cH:31][cH:32][cH:33][cH:34]1>>[CH3:1][O:2][c:3]1[cH:4][cH:5][c:6]([C:11](=[O:13])[NH:26][CH2:27][CH2:28][c:29]2[cH:30][cH:31][cH:32][cH:33][cH:34]2)[cH:7][c:8]1[O:9][CH3:10]. Starting materials: COC1=C(C(=O)O)C(=CC=C1Cl)Cl (2-methoxy-3,6-dichloro-benzoic acid), OC1=C(CO)C(=C(C=C1Cl)Br)Cl (2-hydroxy-5-bromo-3,6-dichloro-benzyl alcohol). Yields the product OC1=C(CO)C(=CC=C1Cl)Cl (2-hydroxy-3,6-dichloro-benzyl alcohol). RXN SMILES: C[O:2][C:3]1[C:11]([Cl:12])=[CH:10][CH:9]=[C:8]([Cl:13])[C:4]=1[C:5](O)=[O:6].OC1C(Cl)=CC(Br)=C(Cl)C=1CO>>[OH:2][C:3]1[C:11]([Cl:12])=[CH:10][CH:9]=[C:8]([Cl:13])[C:4]=1[CH2:5][OH:6]. Procedure: A process for the preparation of 2-methoxy-3,6-dichloro-benzoic acid comprising the steps of catalytically debrominating 2-hydroxy-5-bromo-3,6-dichloro-benzyl alcohol to produce 2-hydroxy-3,6-dichloro-benzyl alcohol, methylating said 2-hydroxy-3,6 -dichloro-benzyl alcohol at the 2-hydroxy group to produce 2-methoxy-3,6-dichloro-benzyl alcohol, oxidizing said 2-methoxy-3,6-dichloro-benzyl alcohol to produce 2-methoxy-3,6-dichloro-benzoic acid, and recovering said 2-methoxy-3,6-dichloro-benzoic ac...